This data is from the Open Reaction Database (ORD), a public repository of structured organic reaction records. The task is: describe an organic reaction: reactants, conditions, products, and yield Starting materials: Cc1nn(-c2ccc(CCNC(=O)Oc3ccccc3)cc2)c(C)c1-c1ccccc1, CS(=O)(=O)c1ccc(S(N)(=O)=O)cc1. Yields the product Cc1nn(-c2ccc(CCNC(=O)NS(=O)(=O)c3ccc(S(C)(=O)=O)cc3)cc2)c(C)c1-c1ccccc1. As a reaction SMILES: [CH3:1][c:2]1[n:3][n:4](-[c:14]2[cH:15][cH:16][c:17]([CH2:20][CH2:21][NH:22][C:23]([O:24][c:25]3[cH:26][cH:27][cH:28][cH:29][cH:30]3)=[O:31])[cH:18][cH:19]2)[c:5]([CH3:13])[c:6]1-[c:7]1[cH:8][cH:9][cH:10][cH:11][cH:12]1.[CH3:32][S:33](=[O:34])(=[O:35])[c:36]1[cH:37][cH:38][c:39]([S:42](=[O:43])(=[O:44])[NH2:45])[cH:40][cH:41]1>>[CH3:1][c:2]1[n:3][n:4](-[c:14]2[cH:15][cH:16][c:17]([CH2:20][CH2:21][NH:22][C:23](=[O:31])[NH:45][S:42]([c:39]3[cH:38][cH:37][c:36]([S:33]([CH3:32])(=[O:34])=[O:35])[cH:41][cH:40]3)(=[O:43])=[O:44])[cH:18][cH:19]2)[c:5]([CH3:13])[c:6]1-[c:7]1[cH:8][cH:9][cH:10][cH:11][cH:12]1.